From a dataset of the Open Reaction Database (ORD), a public repository of structured organic reaction records. describe an organic reaction: reactants, conditions, products, and yield Starting materials: COC(=O)CCCBr, COC(=O)c1c[nH]c2cccc(Br)c12, CN(C)C=O, [Cl-], [H-], [NH4+], [Na+]. The product is COC(=O)CCCn1cc(C(=O)OC)c2c(Br)cccc21. Reaction SMILES: [Br:17][CH2:18][CH2:19][CH2:20][C:21](=[O:22])[O:23][CH3:24].[Br:1][c:2]1[c:3]2[c:4]([C:11](=[O:12])[O:13][CH3:14])[cH:5][nH:6][c:7]2[cH:8][cH:9][cH:10]1.[CH3:27][N:28]([CH3:29])[CH:30]=[O:31].[Cl-:25].[H-:15].[NH4+:26].[Na+:16]>>[Br:1][c:2]1[c:3]2[c:4]([C:11](=[O:12])[O:13][CH3:14])[cH:5][n:6]([CH2:18][CH2:19][CH2:20][C:21](=[O:22])[O:23][CH3:24])[c:7]2[cH:8][cH:9][cH:10]1. Starting materials: CC(=O)OC(C)=O, NCCCC1c2ccccc2C=Cc2ccccc21, c1ccncc1. Product: CC(=O)NCCCC1c2ccccc2C=Cc2ccccc21. RXN SMILES: [CH3:20][C:21](=[O:22])[O:23][C:24](=[O:25])[CH3:26].[NH2:1][CH2:2][CH2:3][CH2:4][CH:5]1[c:6]2[c:7]([cH:16][cH:17][cH:18][cH:19]2)[CH:8]=[CH:9][c:10]2[c:11]1[cH:12][cH:13][cH:14][cH:15]2.[cH:27]1[cH:28][cH:29][n:30][cH:31][cH:32]1>>[NH:1]([CH2:2][CH2:3][CH2:4][CH:5]1[c:6]2[c:7]([cH:16][cH:17][cH:18][cH:19]2)[CH:8]=[CH:9][c:10]2[c:11]1[cH:12][cH:13][cH:14][cH:15]2)[C:21]([CH3:20])=[O:22]. Starting materials: COC(=O)C1=CC=CC=2NC(=NC21)C2=NNC=C2NC(C2=C(C=CC=C2F)F)=O (2-[4-(2,6-difluoro-benzoylamino)-1H-pyrazol-3-yl]-1H-benzimidazole-4-carboxylic acid methyl ester), O.[OH-].[Li+] (lithium hydroxide hydrate). Solvent: C1CCOC1.O (THF water). Conditions: time 18 hour. Yields the product FC1=C(C(=O)NC=2C(=NNC2)C2=NC3=C(N2)C=CC=C3C(=O)O)C(=CC=C1)F (2-[4-(2,6-difluoro-benzoylamino)-1H-pyrazol-3-yl]-1H-benzimidazole-4-carboxylic acid). The yield is 78.3%. As a reaction SMILES: C[O:2][C:3]([C:5]1[C:13]2[N:12]=[C:11]([C:14]3[C:18]([NH:19][C:20](=[O:29])[C:21]4[C:26]([F:27])=[CH:25][CH:24]=[CH:23][C:22]=4[F:28])=[CH:17][NH:16][N:15]=3)[NH:10][C:9]=2[CH:8]=[CH:7][CH:6]=1)=[O:4].O.[OH-].[Li+]>C1COCC1.O>[F:28][C:22]1[CH:23]=[CH:24][CH:25]=[C:26]([F:27])[C:21]=1[C:20]([NH:19][C:18]1[C:14]([C:11]2[NH:10][C:9]3[CH:8]=[CH:7][CH:6]=[C:5]([C:3]([OH:4])=[O:2])[C:13]=3[N:12]=2)=[N:15][NH:16][CH:17]=1)=[O:29] |f:1.2.3,4.5|. Reported procedure: A solution of 2-[4-(2,6-difluoro-benzoylamino)-1H-pyrazol-3-yl]-1H-benzimidazole-4-carboxylic acid methyl ester (220 mg, 0.55 mmol) in THF/water (1:1, 10 ml) was treated with lithium hydroxide hydrate (70 mg, 1.66 mmol) and the mixture stirred at ambient temperature for 18 h. The volatiles were removed in vacuo, the mixture acidified to pH5 by the addition of 2M aqueous hydrochloric acid and the solid formed collected by filtration, washed with water then dried under vacuum to give 2-[4-(2,6-dif... Starting materials: IC1=CC=C(C=C1)C=1OC(=NN1)C (2-(4-iodophenyl)-5-methyl-[1,3,4]oxadiazole), N1(CCOCC1)C=1C=C(C=CC1)NC(=O)C=1C=C(C(=CC1)C)C1=C(C=C(C=C1)C1=NOC(=N1)C)C (6,2′-Dimethyl-4′-(5-methyl-[1,2,4]oxadiazol-3-yl)-biphenyl-3-carboxylic acid (3-morpholin-4-yl-phenyl)amide), CC(C)O (propan-2-ol), IC1=CC=C(C=C1)C=1OC(=NN1)C (2-(4-iodophenyl)-5-methyl-[1,3,4]oxadiazole), N1(CCOCC1)C=1C=C(C=CC1)NC(=O)C=1C=C(C(=CC1)C)C1=C(C=C(C=C1)C1=NOC(=N1)C)C (6,2′-Dimethyl-4′-(5-methyl-[1,2,4]oxadiazol-3-yl)-biphenyl-3-carboxylic acid (3-morpholin-4-yl-phenyl)amide). Reported procedure: Example 37 was prepared using 2-(4iodophenyl)-5-methyl-[1,3,4]oxadiazole (Intermediate 15) and N-3-methoxy-phenyl)-4-methyl-3-(4,4,5,5-tetramethyl-[1,3,2]dioxaborolan-2-yl)-benzamide (Intermediate 6) with propan-2-ol as the solvent. Yields the product COC=1C=C(C=CC1)NC(=O)C=1C=C(C(=CC1)C)C1=CC=C(C=C1)C=1OC(=NN1)C (6-Methyl-4′-(5-methyl-[1,3,4]oxadiazol-2-yl)-biphenyl-3-carboxylic acid (3-methoxy-phenyl)-amide). RXN SMILES: I[C:2]1[CH:7]=[CH:6][C:5]([C:8]2[O:9][C:10]([CH3:13])=[N:11][N:12]=2)=[CH:4][CH:3]=1.N1([C:20]2[CH:21]=[C:22]([NH:26][C:27]([C:29]3[CH:30]=[C:31](C4C=CC(C5N=C(C)ON=5)=CC=4C)[C:32]([CH3:35])=[CH:33][CH:34]=3)=[O:28])[CH:23]=[CH:24][CH:25]=2)CCOCC1.C[CH:50]([OH:52])C>>[CH3:50][O:52][C:20]1[CH:21]=[C:22]([NH:26][C:27]([C:29]2[CH:34]=[C:33]([C:2]3[CH:7]=[CH:6][C:5]([C:8]4[O:9][C:10]([CH3:13])=[N:11][N:12]=4)=[CH:4][CH:3]=3)[C:32]([CH3:35])=[CH:31][CH:30]=2)=[O:28])[CH:23]=[CH:24][CH:25]=1. The reactants are C1NCCC2=C1NC1=CC=CC=C21 (1,2,3,4-tetrahydro-9H-pyrido[3,4-b]indole), C(#N)C1=CC=C(C(=O)O)C=C1 (4-cyano-benzoic acid), C1(=CC=CC=C1)P(=O)(C1=CC=CC=C1)N=[N+]=[N-] (diphenylphosphoryl azide), C(C)(C)N(CC)C(C)C (diisopropylethylamine). Run in CN(C=O)C (dimethylformamide). The product is C(#N)C1=CC=C(C(=O)N2CC=3NC4=CC=CC=C4C3CC2)C=C1 (2-(4-cyano-benzoyl)-1,2,3,4-tetrahydro-9H-pyrido[3,4-b]indole). The yield is 80.0%. RXN SMILES: [CH2:1]1[C:6]2[NH:7][C:8]3[C:13]([C:5]=2[CH2:4][CH2:3][NH:2]1)=[CH:12][CH:11]=[CH:10][CH:9]=3.[C:14]([C:16]1[CH:24]=[CH:23][C:19]([C:20](O)=[O:21])=[CH:18][CH:17]=1)#[N:15].C1(P(N=[N+]=[N-])(C2C=CC=CC=2)=O)C=CC=CC=1.C(N(C(C)C)CC)(C)C>CN(C)C=O>[C:14]([C:16]1[CH:24]=[CH:23][C:19]([C:20]([N:2]2[CH2:3][CH2:4][C:5]3[C:13]4[C:8](=[CH:9][CH:10]=[CH:11][CH:12]=4)[NH:7][C:6]=3[CH2:1]2)=[O:21])=[CH:18][CH:17]=1)#[N:15]. Procedure: A mixture of 175 mg of 1,2,3,4-tetrahydro-9H-pyrido[3,4-b]indole, 5 ml of dimethylformamide, 0.2 g of 4-cyano-benzoic acid, 0.35 g of diphenylphosphoryl azide and 0.4 ml of diisopropylethylamine was stirred at room temperature over night. The solvent was removed under reduced pressure and the residue was partitioned between methylene chloride and 10% aqueous sodium carbonate solution. The organic phase was washed with 1 N hydrochloric acid, dried over magnesium sulfate and evaporated. Crystalliz... Reactants: N1C=CC=2C(=CC=CC12)C(=O)O (indole-4-carboxylic acid), S(=O)(=O)([O-])[O-].[Mg+2] (magnesium sulfate), [N+](=[N-])=C (diazomethane). The solvent is CO (methanol), C(C)OCC (diethyl ether). The product is N1C=CC=2C(=CC=CC12)C(=O)OC (1H-Indole-4-carboxylic acid, methyl ester). The yield is 98.0%. Reaction SMILES: [NH:1]1[C:9]2[CH:8]=[CH:7][CH:6]=[C:5]([C:10]([OH:12])=[O:11])[C:4]=2[CH:3]=[CH:2]1.[N+](=[CH2:15])=[N-].S([O-])([O-])(=O)=O.[Mg+2]>CO.C(OCC)C>[NH:1]1[C:9]2[CH:8]=[CH:7][CH:6]=[C:5]([C:10]([O:12][CH3:15])=[O:11])[C:4]=2[CH:3]=[CH:2]1 |f:2.3|. Procedure: To a solution of indole-4-carboxylic acid (506 mg, 3.14 mmol) dissolved in a mixture of methanol (5 mL) and diethyl ether (10 mL) was added ethereal diazomethane until disappearance of starting acid was indicated by TLC. Anhydrous magnesium sulfate was then added and the solution filtered and concentrated in vacuo. Flash chromatography on 10 g of Merck silica gel eluted with 2:1, chloroform:hexanes, followed by 10:1, chloroform:diethyl ether afforded the title compound (540 mg, 98%). The reactants are FC1=CC=C(C=C1)C1=NOC(=C1)CCN1C(C2=CC=CC=C2C1=O)=O (2-{2-[3-(4-fluorophenyl)isoxazol-5-yl]ethyl}-1H-isoindole-1,3(2H)-dione), O.NN (hydrazine hydrate). Solvent: C(C)O (ethanol). The product is FC1=CC=C(C=C1)C1=NOC(=C1)CCN (2-[3-(4-fluorophenyl)isoxazol-5-yl]ethylamine). Isolated yield 97.0%. As a reaction SMILES: [F:1][C:2]1[CH:7]=[CH:6][C:5]([C:8]2[CH:12]=[C:11]([CH2:13][CH2:14][N:15]3C(=O)C4C(=CC=CC=4)C3=O)[O:10][N:9]=2)=[CH:4][CH:3]=1.O.NN>C(O)C>[F:1][C:2]1[CH:3]=[CH:4][C:5]([C:8]2[CH:12]=[C:11]([CH2:13][CH2:14][NH2:15])[O:10][N:9]=2)=[CH:6][CH:7]=1 |f:1.2|. Reported procedure: A mixture of 2-{2-[3-(4-fluorophenyl)isoxazol-5-yl]ethyl}-1H-isoindole-1,3(2H)-dione (27.14 g, 80.70 mmol), hydrazine hydrate (9.8 mL, 202 mmol), and ethanol (700 mL) was heated at reflux under nitrogen for two hours. The reaction mixture was filtered to remove a solid, and the filtrate was concentrated under reduced pressure. The resulting oil was dissolved in ethyl acetate, and the solution was washed sequentially with water and brine, dried over sodium sulfate, filtered, and concentrated unde... Product: C1=CC(=CC=C1CC2=CC=C(C=C2)N3C(=O)C=CC3=O)N4C(=O)C=CC4=O (bismaleimide), Formula 20m. RXN SMILES: [CH:1]1[C:6]([CH2:7][C:8]2[CH:9]=[CH:10][C:11](O)=[CH:12][CH:13]=2)=[CH:5][CH:4]=[C:3](O)[CH:2]=1.CC1C([N:26]2[C:30](=[O:31])[CH:29]=[CH:28][C:27]2=[O:32])=C(C=CC=1)C(Cl)=O>C(N(CC)CC)C.ClCCCl>[CH:1]1[C:6]([CH2:7][C:8]2[CH:9]=[CH:10][C:11]([N:26]3[C:30](=[O:31])[CH:29]=[CH:28][C:27]3=[O:32])=[CH:12][CH:13]=2)=[CH:5][CH:4]=[C:3]([N:26]2[C:27](=[O:32])[CH:28]=[CH:29][C:30]2=[O:31])[CH:2]=1. The reactants are CC=1C(=C(C(=O)Cl)C=CC1)N1C(C=CC1=O)=O (methyl maleimidobenzoyl chloride), C1=CC(=CC=C1CC=2C=CC(=CC2)O)O (4,4′-dihydroxydiphenylmethane). Run in ClCCCl (1,2-dichloroethane), C(C)N(CC)CC (triethylamine), ClCCCl (1,2-dichloroethane). Reported procedure: A 6.0 g quantity of 4,4′-dihydroxydiphenylmethane is dissolved in a solution of 12.6 ml of triethylamine in 50 ml of 1,2-dichloroethane in a 250 ml flask. To the solution is slowly added a solution of 15.5 g of methyl maleimidobenzoyl chloride in 50 ml of 1,2-dichloroethane. The mixture is allowed to react at room temperature for 16 hr. The reaction mixture is precipitated in water, filtered under reduced pressure, washed sequentially with water and ethanol, and dried at 60° C. under vacuum for ... The reactants are B(O)O (boronic acid), C1=NC=CC2=CC(=CC=C12)C1=CN=C(S1)N (5-(isoquinolin-6-yl)thiazol-2-amine), BrC1=CN=C(S1)N(C[C@H](CC=1C=NC(=CC1)C(F)(F)F)NC(OC(C)(C)C)=O)C(=O)OC(C)(C)C ((S)-tert-butyl 1-(5-bromothiazol-2-yl-(Boc)-amino)-3-(6-(trifluoromethyl)pyridin-3-yl)propan-2-ylcarbamate). Yields the product BrC1=C(N=C(S1)NC(OC(C)(C)C)=O)C1CC1 (tert-butyl 5-bromo-4-cyclopropylthiazol-2-ylcarbamate), BrC1=CN=C(S1)N(C[C@H](CC=1C=NC(=CC1)C(F)(F)F)NC(OC(C)(C)C)=O)C(=O)OC(C)(C)C ((S)-tert-butyl 1-(5-bromothiazol-2-yl-(Boc)-amino)-3-(6-(trifluoromethyl)pyridin-3-yl)propan-2-ylcarbamate). RXN SMILES: C1[C:10]2[C:5](=CC(C3SC(N)=NC=3)=CC=2)[CH:4]=CN=1.[Br:17][C:18]1[S:22][C:21]([N:23]([C:45]([O:47][C:48]([CH3:51])([CH3:50])[CH3:49])=[O:46])[CH2:24][C@@H:25]([NH:37][C:38](=[O:44])[O:39][C:40]([CH3:43])([CH3:42])[CH3:41])[CH2:26][C:27]2[CH:28]=[N:29][C:30]([C:33]([F:36])([F:35])[F:34])=[CH:31][CH:32]=2)=[N:20][CH:19]=1.B(O)O>>[Br:17][C:18]1[S:22][C:21]([NH:23][C:45](=[O:46])[O:47][C:48]([CH3:49])([CH3:50])[CH3:51])=[N:20][C:19]=1[CH:10]1[CH2:5][CH2:4]1.[Br:17][C:18]1[S:22][C:21]([N:23]([C:45]([O:47][C:48]([CH3:51])([CH3:50])[CH3:49])=[O:46])[CH2:24][C@@H:25]([NH:37][C:38](=[O:44])[O:39][C:40]([CH3:41])([CH3:42])[CH3:43])[CH2:26][C:27]2[CH:28]=[N:29][C:30]([C:33]([F:36])([F:34])[F:35])=[CH:31][CH:32]=2)=[N:20][CH:19]=1. Procedure: Example 170, N—((S)-2-amino-3-(6-trifluoromethyl)pyridine-3-yl)propyl)-5-(isoquinolin-6-yl)thiazol-2-amine: The title compound was synthesized in a manner similar to that described for Example 81 using (S)-tert-butyl 1-(5-bromothiazol-2-yl-(Boc)-amino)-3-(6-(trifluoromethyl)pyridin-3-yl)propan-2-ylcarbamate to couple with the boronic acid. (S)-tert-butyl 1-(5-bromothiazol-2-yl-(Boc)-amino)-3-(6-(trifluoromethyl)pyridin-3-yl)propan-2-ylcarbamate was synthesized as shown in Scheme 39. Theoretical ...